Dataset: the Open Reaction Database (ORD), a public repository of structured organic reaction records. Task: describe an organic reaction: reactants, conditions, products, and yield The reactants are ClC=1N=C(C2=C(N1)C=C(S2)CN2CC(NCC2)=O)N2CCOCC2 (4-(2-chloro-4-morpholin-4-yl-thieno[3,2-d]-pyrimidin-6-ylmethyl)-piperazin-2-one), C1OCCN2C1CNCC2 (octahydro-pyrazino[2,1-c][1,4]oxazine). Product: ClC=1N=C(C2=C(N1)C=C(S2)CN2CC1COCCN1CC2)N2CCOCC2 ((±)-8-(2-Chloro-4-morpholin-4-yl-thieno[3,2-d]pyrimidin-6-ylmethyl)-octahydro-pyrazino[2,1-c][1,4]oxazine), solid. Isolated yield 64.0%. As a reaction SMILES: [Cl:1][C:2]1[N:3]=[C:4]([N:19]2[CH2:24][CH2:23][O:22][CH2:21][CH2:20]2)[C:5]2[S:10][C:9]([CH2:11][N:12]3[CH2:17][CH2:16][NH:15][C:14](=O)[CH2:13]3)=[CH:8][C:6]=2[N:7]=1.[CH2:25]1[CH:30]2CNCCN2C[CH2:27][O:26]1>>[Cl:1][C:2]1[N:3]=[C:4]([N:19]2[CH2:24][CH2:23][O:22][CH2:21][CH2:20]2)[C:5]2[S:10][C:9]([CH2:11][N:12]3[CH2:17][CH2:16][N:15]4[CH:14]([CH2:27][O:26][CH2:25][CH2:30]4)[CH2:13]3)=[CH:8][C:6]=2[N:7]=1. Procedure details: Prepared according to the method used in the preparation of 4-(2-chloro-4-morpholin-4-yl-thieno[3,2-d]-pyrimidin-6-ylmethyl)-piperazin-2-one using octahydro-pyrazino[2,1-c][1,4]oxazine in place of piperazin-2-one. The title compound was obtained as a white solid (79 mg, 64%). The reactants are azides, ClCCCS(=O)(=O)OCC([C@H](C(=O)O[C@@H](C)C1=CC=CC=C1)O)(C)C ((1S)-1-Phenylethyl (2R)-4-[(3-chloropropyl)sulfonyloxy]-2-hydroxy-3,3-dimethylbutanoate), [N-]=[N+]=[N-].[Na+] (sodium azide). Solvent: CS(=O)C (dimethyl sulfoxide). The product is N(=[N+]=[N-])CCCS(=O)(=O)OCC([C@H](C(=O)O[C@@H](C)C1=CC=CC=C1)O)(C)C ((1S)-1-Phenylethyl (2R)-4-[(3-azidopropyl)sulfonyloxy]-2-hydroxy-3,3-dimethylbutanoate). Reaction SMILES: Cl[CH2:2][CH2:3][CH2:4][S:5]([O:8][CH2:9][C:10]([CH3:25])([CH3:24])[C@@H:11]([OH:23])[C:12]([O:14][C@H:15]([C:17]1[CH:22]=[CH:21][CH:20]=[CH:19][CH:18]=1)[CH3:16])=[O:13])(=[O:7])=[O:6].[N-:26]=[N+:27]=[N-:28].[Na+]>CS(C)=O>[N:26]([CH2:2][CH2:3][CH2:4][S:5]([O:8][CH2:9][C:10]([CH3:25])([CH3:24])[C@@H:11]([OH:23])[C:12]([O:14][C@H:15]([C:17]1[CH:22]=[CH:21][CH:20]=[CH:19][CH:18]=1)[CH3:16])=[O:13])(=[O:7])=[O:6])=[N+:27]=[N-:28] |f:1.2|. Reported procedure: Following the general procedure for the preparation of azides of Description 16, (1S)-1-phenylethyl (2R)-4-[(3-chloropropyl)sulfonyloxy]-2-hydroxy-3,3-dimethylbutanoate (35b) (0.30 g, 0.76 mmol) dissolved in 6 mL of anhydrous dimethyl sulfoxide (DMSO) was reacted with 99 mg (1.53 mmol) of sodium azide (NaN3). After work-up, the crude material (35c) was used in the next step without further purification. MS (ESI) m/z 422.05 (M+Na)+. Starting materials: ClC(=O)OCC (ethyl chloroformate), C(C=C)NC(C(OC)OC)C (allyl-(1,1-dimethoxyprop-2-yl)amine), C1(=CC=CC=C1)C (toluene), [OH-].[Na+] (sodium hydroxide). Solvent: O (water). Reaction conditions: temperature 0 celsius, time 3 hour. Product: C(C=C)N(C(OCC)=O)C(C(OC)OC)C (Ethyl N-allyl-N-(1,1-dimethoxyprop-2-yl)-carbamate). As a reaction SMILES: [CH2:1]([NH:4][CH:5]([CH3:11])[CH:6]([O:9][CH3:10])[O:7][CH3:8])[CH:2]=[CH2:3].C1(C)C=CC=CC=1.[OH-].[Na+].Cl[C:22]([O:24][CH2:25][CH3:26])=[O:23]>O>[CH2:1]([N:4]([CH:5]([CH3:11])[CH:6]([O:9][CH3:10])[O:7][CH3:8])[C:22](=[O:23])[O:24][CH2:25][CH3:26])[CH:2]=[CH2:3] |f:2.3|. Procedure details: 125 g (0.785 mol) of allyl-(1,1-dimethoxyprop-2-yl)amine are initially introduced into 400 ml of toluene, a solution of 40 g of sodium hydroxide in 200 ml of water is added, the mixture is cooled in an ice-bath to 0° C. and 95 g (0.876 mol) of ethyl chloroformate are added dropwise. The mixture is then stirred for 3 hours at room temperature, and the aqueous phase is separated off and extracted twice using 100 ml of toluene each time. The extracts are dried over potassium carbonate and concentra... The reactants are ClC1=NC=CC(=N1)C=1C(=NN2N(CCCC21)C(=O)OCC2=CC=CC=C2)C2=CC=C(C=C2)F (phenylmethyl 3-(2-chloro-4-pyrimidinyl)-2-(4-fluorophenyl)-5,6-dihydropyrazolo[1,5-b]pyridazine-7(4H)-carboxylate), product, CC(CO)N (DL-2-amino-1-propanol). The solvent is C(Cl)(Cl)Cl (chloroform). The product is FC1=CC=C(C=C1)C1=NN2N(CCCC2=C1C1=NC(=NC=C1)NC(CO)C)C(=O)OCC1=CC=CC=C1 (phenylmethyl 2-(4-fluorophenyl)-5,6-dihydro-3-[2-[(2-hydroxy-1-methylethyl)amino]-4-pyrimidinyl]pyrazolo[1,5-b]pyridazine-7(4H)-carboxylate). As a reaction SMILES: Cl[C:2]1[N:7]=[C:6]([C:8]2[C:9]([C:27]3[CH:32]=[CH:31][C:30]([F:33])=[CH:29][CH:28]=3)=[N:10][N:11]3[C:16]=2[CH2:15][CH2:14][CH2:13][N:12]3[C:17]([O:19][CH2:20][C:21]2[CH:26]=[CH:25][CH:24]=[CH:23][CH:22]=2)=[O:18])[CH:5]=[CH:4][N:3]=1.[CH3:34][CH:35]([NH2:38])[CH2:36][OH:37]>C(Cl)(Cl)Cl>[F:33][C:30]1[CH:31]=[CH:32][C:27]([C:9]2[C:8]([C:6]3[CH:5]=[CH:4][N:3]=[C:2]([NH:38][CH:35]([CH3:34])[CH2:36][OH:37])[N:7]=3)=[C:16]3[N:11]([N:12]([C:17]([O:19][CH2:20][C:21]4[CH:26]=[CH:25][CH:24]=[CH:23][CH:22]=4)=[O:18])[CH2:13][CH2:14][CH2:15]3)[N:10]=2)=[CH:28][CH:29]=1. Procedure: A solution of phenylmethyl 3-(2-chloro-4-pyrimidinyl)-2-(4-fluorophenyl)-5,6-dihydropyrazolo[1,5-b]pyridazine-7(4H)-carboxylate (i.e. the product of Example 4, Step C) (390 mg, 0.84 mmol) and DL-2-amino-1-propanol (2.62 mL, 3.36 mmol) in chloroform (3 mL) was heated at 120° C. in a sealed tube under microwave irradiation for 1 h. The reaction mixture was concentrated under reduced pressure, and the crude residue was purified by medium pressure liquid chromatography using 10-80% ethyl acetate in ... The reactants are COC(=O)c1cccc(CBr)c1, COC(=O)c1[nH]c2ccccc2c1CCSC(C)=O, CCOC(C)=O, [H-], [Na+], CN(C)C=O, O. Product: COC(=O)c1cccc(Cn2c(C(=O)OC)c(CCSC(C)=O)c3ccccc32)c1. Reaction SMILES: [Br:22][CH2:23][c:24]1[cH:25][c:26]([C:27](=[O:28])[O:29][CH3:30])[cH:31][cH:32][cH:33]1.[C:1]([CH3:2])(=[O:3])[S:4][CH2:5][CH2:6][c:7]1[c:8]([C:16](=[O:17])[O:18][CH3:19])[nH:9][c:10]2[cH:11][cH:12][cH:13][cH:14][c:15]12.[CH3:40][CH2:41][O:42][C:43]([CH3:44])=[O:45].[H-:20].[Na+:21].[O:35]=[CH:36][N:37]([CH3:38])[CH3:39].[OH2:34]>>[C:1]([CH3:2])(=[O:3])[S:4][CH2:5][CH2:6][c:7]1[c:8]([C:16](=[O:17])[O:18][CH3:19])[n:9]([CH2:23][c:24]2[cH:25][c:26]([C:27](=[O:28])[O:29][CH3:30])[cH:31][cH:32][cH:33]2)[c:10]2[cH:11][cH:12][cH:13][cH:14][c:15]12. Run at time 8 hour. Starting materials: ice, C(C)(=O)OSCC (ethylmercapto acetate), [O-]CC.[Na+] (sodium ethoxide), C(C)O (ethanol), Br.BrC1=C(C(=NC=C1C=C)C)O (4-bromo-3-hydroxy-2-methyl-5-vinylpyridine hydrobromide), C(C)O (ethanol). RXN SMILES: C(O[S:5][CH2:6][CH3:7])(=O)C.[O-:8][CH2:9][CH3:10].[Na+].Br.BrC1[C:19]([CH:20]=[CH2:21])=[CH:18][N:17]=[C:16]([CH3:22])[C:15]=1[OH:23].[CH2:24]([OH:26])[CH3:25]>>[CH2:9]([O:8][C:24]([CH2:25][S:5][CH2:6][C:7]1[C:19]([CH:20]=[CH2:21])=[CH:18][N:17]=[C:16]([CH3:22])[C:15]=1[OH:23])=[O:26])[CH3:10] |f:1.2,3.4|. The product is C(C)OC(=O)CSCC1=C(C(=NC=C1C=C)C)O (4-ethoxycarbonylmethylthiomethyl-3-hydroxy-2-methyl-5-vinyl pyridine). Reported procedure: To an ice cold mixture of 0.01 mole of ethylmercapto acetate and 0.02 mole of sodium ethoxide in 100 ml. ethanol under nitrogen is added a solution of 4-bromo-3-hydroxy-2-methyl-5-vinylpyridine hydrobromide in 50 ml. of ethanol. The reaction mixture is stirred overnight at room temperature, concentrated in vacuo and taken up between ethyl acetate and water. The organic layer is separated, washed well with water, dried and concentrated. Chromatography of the residue on silica gel-elution with eth...